Dataset: the Open Reaction Database (ORD), a public repository of structured organic reaction records. Task: describe an organic reaction: reactants, conditions, products, and yield Starting materials: C(CCC)C1=NN(C(=C1CC1=C(C=C(C=C1)C1=C(C=CC=C1)S(N)(=O)=O)F)C#N)C1=C(C=CC(=C1)NC(CC)=O)Cl (3-n-butyl-1-[2-chloro-5-(propionylamino)phenyl]-4-[(3-fluoro-2'-sulfamoylbiphenyl-4-yl)methyl]-1H-pyrazole-5-carbonitrile), ClC(=O)OCCCC (n-butyl chloroformate), C(=O)(OC(C)(C)C)OC(=O)OC(C)(C)C (di-t-butyl dicarbonate). The product is C(CCC)OC(=O)NS(=O)(=O)C1=C(C=CC=C1)C1=CC(=C(C=C1)CC=1C(=NN(C1C#N)C1=C(C=CC(=C1)NC(CC)=O)Cl)CCCC)F (4-[[2'-[N-(n-Butoxycarbonyl)sulfamoyl]-3-fluorobiphenyl-4-yl]methyl]-3-n-butyl-1-[2-chloro-5-(propionylamino)phenyl]-1H-pyrazole-5-carbonitrile). Isolated yield 30.0%. As a reaction SMILES: [CH2:1]([C:5]1[C:9]([CH2:10][C:11]2[CH:16]=[CH:15][C:14]([C:17]3[CH:22]=[CH:21][CH:20]=[CH:19][C:18]=3[S:23](=[O:26])(=[O:25])[NH2:24])=[CH:13][C:12]=2[F:27])=[C:8]([C:28]#[N:29])[N:7]([C:30]2[CH:35]=[C:34]([NH:36][C:37](=[O:40])[CH2:38][CH3:39])[CH:33]=[CH:32][C:31]=2[Cl:41])[N:6]=1)[CH2:2][CH2:3][CH3:4].Cl[C:43]([O:45][CH2:46][CH2:47][CH2:48][CH3:49])=[O:44].C(OC(OC(C)(C)C)=O)(OC(C)(C)C)=O>>[CH2:46]([O:45][C:43]([NH:24][S:23]([C:18]1[CH:19]=[CH:20][CH:21]=[CH:22][C:17]=1[C:14]1[CH:15]=[CH:16][C:11]([CH2:10][C:9]2[C:5]([CH2:1][CH2:2][CH2:3][CH3:4])=[N:6][N:7]([C:30]3[CH:35]=[C:34]([NH:36][C:37](=[O:40])[CH2:38][CH3:39])[CH:33]=[CH:32][C:31]=3[Cl:41])[C:8]=2[C:28]#[N:29])=[C:12]([F:27])[CH:13]=1)(=[O:26])=[O:25])=[O:44])[CH2:47][CH2:48][CH3:49]. Reported procedure: This material was prepared by reaction of 3-n-butyl-1-[2-chloro-5-(propionylamino)phenyl]-4-[(3-fluoro-2'-sulfamoylbiphenyl-4-yl)methyl]-1H-pyrazole-5-carbonitrile (from Example 4, Step K) according to the method of Example 6, except that n-butyl chloroformate was substituted for di-t-butyl dicarbonate, and the overnight reaction was conducted at 50° C. The crude product was purified by reverse phase HPLC, as described in Example 6, to give a 30% yield of the title compound as a nearly white sol... The reactants are ice water, C(CC)(=O)Cl (Propionyl chloride), [Cl-].[Al+3].[Cl-].[Cl-] (aluminum chloride), C(C(C)C)C1=CC=CC=C1 (isobutylbenzene). Run in ClCCl (dichloromethane). Reaction conditions: temperature 0 celsius, time 1 hour. The product is C(C(C)C)C1=CC=C(C=C1)C(CC)=O (4'-isobutylpropiophenone). As a reaction SMILES: [C:1](Cl)(=[O:4])[CH2:2][CH3:3].[Cl-].[Al+3].[Cl-].[Cl-].[CH2:10]([C:14]1[CH:19]=[CH:18][CH:17]=[CH:16][CH:15]=1)[CH:11]([CH3:13])[CH3:12]>ClCCl>[CH2:10]([C:14]1[CH:19]=[CH:18][C:17]([C:1](=[O:4])[CH2:2][CH3:3])=[CH:16][CH:15]=1)[CH:11]([CH3:13])[CH3:12] |f:1.2.3.4|. Procedure: Propionyl chloride (13.0 ml) was added to a suspension of aluminum chloride (20.0 g) in dichloromethane (200 ml) at 0° C. After the mixture was stirred at 0° C. for 1 hour, isobutylbenzene (23.6 ml) was added to the mixture. The mixture was stirred at 0° C. for 2 hours and poured into ice water. The organic layer was washed with water, dried over magnesium sulfate and evaporated. The residual oil was distilled under reduced pressure to give 4'-isobutylpropiophenone as a colourless oil (24.4 g).